Dataset: the Open Reaction Database (ORD), a public repository of structured organic reaction records. Task: describe an organic reaction: reactants, conditions, products, and yield Product: CCOC(=O)C12CCC(NCC(=O)N3CCCC3C#N)(CC1)CC2. The reactants are N#CC1CCCN1C(=O)CBr, CN(C)C=O, CCN(C(C)C)C(C)C, CCOC(=O)C12CCC(N)(CC1)CC2. RXN SMILES: [Br:24][CH2:25][C:26](=[O:27])[N:28]1[CH:29]([C:33]#[N:34])[CH2:30][CH2:31][CH2:32]1.[CH3:35][N:36]([CH3:37])[CH:38]=[O:39].[CH:15]([N:16]([CH:17]([CH3:18])[CH3:19])[CH2:20][CH3:21])([CH3:22])[CH3:23].[NH2:1][C:2]12[CH2:3][CH2:4][C:5]([C:10](=[O:11])[O:12][CH2:13][CH3:14])([CH2:6][CH2:7]1)[CH2:8][CH2:9]2>>[NH:1]([C:2]12[CH2:3][CH2:4][C:5]([C:10](=[O:11])[O:12][CH2:13][CH3:14])([CH2:6][CH2:7]1)[CH2:8][CH2:9]2)[CH2:25][C:26](=[O:27])[N:28]1[CH:29]([C:33]#[N:34])[CH2:30][CH2:31][CH2:32]1.